This data is from the Open Reaction Database (ORD), a public repository of structured organic reaction records. The task is: describe an organic reaction: reactants, conditions, products, and yield Conditions: temperature 2.5 celsius, time 3 hour. The reactants are ice water, S(O)(O)(=O)=O (sulfuric acid), CC(=O)C1=CC=C(C=C1)F (4-fluoroacetophenone), [N+](=O)(O)[O-] (nitric acid), S(O)(O)(=O)=O (sulfuric acid). Yields the product CC(=O)C1=CC(=C(C=C1)F)[N+](=O)[O-] (4-fluoro-3-nitroacetophenone). Procedure details: To 15 mL of concentrated sulfuric acid at 0° C. is added 6.9 g (0.05 mmol) of 4-fluoroacetophenone. To the resulting solution is rapidly added a mixture of 4 mL nitric acid and 6 mL concentrated sulfuric acid. The reaction mixture is stirred at 0-5° C. for 3 hours. The reaction mixture is then poured into ice water, and the resulting mixture is extracted with chloroform. The combined organic fractions are washed with water, dried over anhydrous sodium sulfate, filtered and concentrated under red... As a reaction SMILES: S(=O)(=O)(O)O.[CH3:6][C:7]([C:9]1[CH:14]=[CH:13][C:12]([F:15])=[CH:11][CH:10]=1)=[O:8].[N+:16]([O-])([OH:18])=[O:17]>>[CH3:6][C:7]([C:9]1[CH:14]=[CH:13][C:12]([F:15])=[C:11]([N+:16]([O-:18])=[O:17])[CH:10]=1)=[O:8]. Isolated yield 60.0%. The reactants are ice, C(C)OC(CN1C=CC2=CC(=CC=C12)O[Si](C)(C)C(C)(C)C)=O ([5-(tert-butyl-dimethyl-silanyloxy)-indol-1-yl]-acetic acid ethyl ester), O.[F-].C(CCC)[N+](CCCC)(CCCC)CCCC (tetrabutylammonium fluoride hydrate). Run in C(C)OCC (diethyl ether), C1CCOC1 (THF). Reaction conditions: time 1 hour. Yields the product C(C)OC(CN1C=CC2=CC(=CC=C12)O)=O ((5-hydroxy-indol-1-yl)-acetic acid ethyl ester). Isolated yield 83.2%. As a reaction SMILES: [CH2:1]([O:3][C:4](=[O:23])[CH2:5][N:6]1[C:14]2[C:9](=[CH:10][C:11]([O:15][Si](C(C)(C)C)(C)C)=[CH:12][CH:13]=2)[CH:8]=[CH:7]1)[CH3:2].O.[F-].C([N+](CCCC)(CCCC)CCCC)CCC>C1COCC1.C(OCC)C>[CH2:1]([O:3][C:4](=[O:23])[CH2:5][N:6]1[C:14]2[C:9](=[CH:10][C:11]([OH:15])=[CH:12][CH:13]=2)[CH:8]=[CH:7]1)[CH3:2] |f:1.2.3|. Procedure: To an ice cold solution of [5-(tert-butyl-dimethyl-silanyloxy)-indol-1-yl]-acetic acid ethyl ester (12.9 g, 38.7 mmol) in THF (130 ml) was added tetrabutylammonium fluoride hydrate (12.5 g, 38.7 mmol). The reaction mixture was stirred for 1 h at RT, diluted with diethyl ether and washed with 1N HCl and water. Evaporation of the solvent under reduced pressure gave 7.07 g (32.2 mmol, 83%) (5-hydroxy-indol-1-yl)-acetic acid ethyl ester. Starting materials: OC(COC1=CC=CC=C1)[C@H]1N(CCC1)C([C@H]1N(CCC1)C(COC1=CC=CC=C1)=O)=O ((2S)-2-(1-Hydroxy-2-phenoxyethyl)-1-[N-(phenoxyacetyl)-L-prolyl]pyrrolidine), C1CCC(CC1)N=C=NC2CCCCC2 (DCC), N1=CC=CC=C1 (pyridine), FC(C(=O)O)(F)F (trifluoroacetic acid). Run in CS(=O)C (DMSO), C1=CC=CC=C1 (benzene). Conditions: time 2.5 hour. Yields the product O(C1=CC=CC=C1)CC(=O)[C@H]1N(CCC1)C([C@H]1N(CCC1)C(COC1=CC=CC=C1)=O)=O ((2S)-2-(Phenoxyacetyl)-1-[N-(phenoxyacetyl)-L-prolyl]pyrrolidine). Isolated yield 76.4%. Reaction SMILES: [OH:1][CH:2]([C@@H:11]1[CH2:15][CH2:14][CH2:13][N:12]1[C:16](=[O:32])[C@@H:17]1[CH2:21][CH2:20][CH2:19][N:18]1[C:22](=[O:31])[CH2:23][O:24][C:25]1[CH:30]=[CH:29][CH:28]=[CH:27][CH:26]=1)[CH2:3][O:4][C:5]1[CH:10]=[CH:9][CH:8]=[CH:7][CH:6]=1.N1C=CC=CC=1.FC(F)(F)C(O)=O.C1CCC(N=C=NC2CCCCC2)CC1>CS(C)=O.C1C=CC=CC=1>[O:4]([CH2:3][C:2]([C@@H:11]1[CH2:15][CH2:14][CH2:13][N:12]1[C:16](=[O:32])[C@@H:17]1[CH2:21][CH2:20][CH2:19][N:18]1[C:22](=[O:31])[CH2:23][O:24][C:25]1[CH:30]=[CH:29][CH:28]=[CH:27][CH:26]=1)=[O:1])[C:5]1[CH:10]=[CH:9][CH:8]=[CH:7][CH:6]=1. Procedure details: (2S)-2-(1-Hydroxy-2-phenoxyethyl)-1-[N-(phenoxyacetyl)-L-prolyl]pyrrolidine (998 mg) was dissolved in a mixture of DMSO (6 ml) and benzene (3 ml), and thereto were added pyridine (0.18 ml) and trifluoroacetic acid (0.09 ml). After ice-cooling the mixture, DCC (941 mg) was added thereto, and the mixture was stirred at room temperature for 2.5 hours. The precipitated dicyclohexylurea was filtered off, and the filtrate was poured into ice-cold 1N hydrochloric acid, followed by extraction with ethyl... The reactants are [Al+3], O=C([O-])O, Cn1cc(CC(=O)N2CC3C(C2)C3(C)c2cccc(NS(C)(=O)=O)c2)c2ccccc21, CCOC(C)=O, [H-], [H-], [H-], [H-], [Li+], [Na+], C1CCOC1, O. Yields the product Cn1cc(CCN2CC3C(C2)C3(C)c2cccc(NS(C)(=O)=O)c2)c2ccccc21. Reaction SMILES: [Al+3:33].[C:39](=[O:40])([O-:41])[OH:42].[CH3:1][C:2]1([c:21]2[cH:22][c:23]([NH:27][S:28](=[O:29])(=[O:30])[CH3:31])[cH:24][cH:25][cH:26]2)[CH:3]2[CH2:4][N:5]([C:8]([CH2:9][c:10]3[cH:11][n:12]([CH3:19])[c:13]4[cH:14][cH:15][cH:16][cH:17][c:18]34)=[O:20])[CH2:6][CH:7]12.[CH3:49][CH2:50][O:51][C:52](=[O:53])[CH3:54].[H-:32].[H-:35].[H-:36].[H-:37].[Li+:34].[Na+:43].[O:44]1[CH2:45][CH2:46][CH2:47][CH2:48]1.[OH2:38]>>[CH3:1][C:2]1([c:21]2[cH:22][c:23]([NH:27][S:28](=[O:29])(=[O:30])[CH3:31])[cH:24][cH:25][cH:26]2)[CH:3]2[CH2:4][N:5]([CH2:8][CH2:9][c:10]3[cH:11][n:12]([CH3:19])[c:13]4[cH:14][cH:15][cH:16][cH:17][c:18]34)[CH2:6][CH:7]12. Starting materials: CC[C@H](C)[C@@H]1C(=O)N[C@H](C(=O)N[C@@H](C(=O)N[C@H](C(=O)N[C@@H](C(=O)NCCCC[C@H](C(=O)N[C@H](C(=O)N1)CCCN)NC(=O)[C@@H]([C@@H](C)CC)NC(=O)[C@H](CCC(=O)O)NC(=O)[C@@H](CC(C)C)NC(=O)[C@H]2CSC(=N2)[C@@H]([C@@H](C)CC)N)CC(=O)N)CC(=O)O)CC3=CNC=N3)CC=4C=CC=CC4 (Bacitracin A), N[C@@H]([C@@H](C)CC)C(=O)N1[C@H](C(=O)N[C@@H](CC(C)C)C(=O)O)CSC1 (IleThzLeu), N[C@@H]([C@@H](C)CC)C(=O)N1[C@H](C(=O)O)CSC1 (IleThz), N1[C@H](C(=O)N[C@@H](CC(C)C)C(=O)O)CSC1 (ThzLeu), N1[C@H](C(=O)N[C@@H](CC(C)C)C(=O)N[C@@H](CCC(O)=O)C(=O)O)CSC1 (ThzLeuGlu), N[C@@H]([C@@H](C)CC)C(=O)N1[C@H](C(=O)N[C@@H](CC(C)C)C(=O)N[C@@H](CCC(O)=O)C(=O)O)CSC1 (IleThzLeuGlu), CC[C@H](C)[C@@H]1C(=O)N[C@H](C(=O)N[C@@H](C(=O)N[C@H](C(=O)N[C@@H](C(=O)NCCCC[C@H](C(=O)N[C@H](C(=O)N1)CCCN)NC(=O)[C@@H]([C@@H](C)CC)NC(=O)[C@H](CCC(=O)O)NC(=O)[C@@H](CC(C)C)NC(=O)[C@H]2CSC(=N2)[C@@H]([C@@H](C)CC)N)CC(=O)N)CC(=O)O)CC3=CNC=N3)CC=4C=CC=CC4 (Bacitracin A), N[C@@H]([C@@H](C)CC)C(=O)O (Ile), N[C@@H]([C@@H](C)CC)C(=O)N1[C@H](C(=O)N[C@@H](CC(C)C)C(=O)N[C@@H](CCC(O)=O)C(=O)O)CSC1 (IleThzLeuGlu). Product: CC[C@H](C)[C@H]1C(=O)N[C@@H](C(=O)N[C@H](C(=O)N[C@@H](C(=O)N[C@H](C(=O)NCCCC[C@@H](C(=O)N[C@@H](C(=O)N1)CCCN)NC(=O)[C@H]([C@@H](C)CC)NC(=O)[C@@H](CCC(=O)O)NC(=O)[C@H](CC(C)C)NC(=O)[C@@H]2CSC(=N2)[C@H]([C@@H](C)CC)N)CC(=O)N)CC(=O)O)CC3=CN=CN3)CC=4C=CC=CC4 (Bacitracin). Reaction SMILES: [CH3:1][CH2:2][C@@H:3]([C@H:5]1[NH:36][C:34](=[O:35])[C@H:33]([CH2:37][CH2:38][CH2:39][NH2:40])[NH:32][C:30](=[O:31])[C@H:29]([NH:41][C:42]([C@H:44]([NH:49][C:50]([C@@H:52]([NH:58][C:59]([C@H:61]([NH:66][C:67]([C@@H:69]2[N:73]=[C:72]([C@H:74]([NH2:79])[C@H:75]([CH2:77][CH3:78])[CH3:76])[S:71][CH2:70]2)=[O:68])[CH2:62][CH:63]([CH3:65])[CH3:64])=[O:60])[CH2:53][CH2:54][C:55]([OH:57])=[O:56])=[O:51])[C@H:45]([CH2:47][CH3:48])[CH3:46])=[O:43])[CH2:28][CH2:27][CH2:26][CH2:25][NH:24][C:22](=[O:23])[C@@H:21]([CH2:80][C:81]([NH2:83])=[O:82])[NH:20][C:18](=[O:19])[C@H:17]([CH2:84][C:85]([OH:87])=[O:86])[NH:16][C:14](=[O:15])[C@@H:13]([CH2:88][C:89]2[N:93]=[CH:92][NH:91][CH:90]=2)[NH:12][C:10](=[O:11])[C@H:9]([CH2:94][C:95]2[CH:96]=[CH:97][CH:98]=[CH:99][CH:100]=2)[NH:8][C:6]1=[O:7])[CH3:4].N[C@H](C(O)=O)[C@H](CC)C.N[C@H](C(N1CSC[C@H]1C(O)=O)=O)[C@H](CC)C.N[C@H](C(N1CSC[C@H]1C(N[C@H](C(O)=O)CC(C)C)=O)=O)[C@H](CC)C.N[C@H](C(N1CSC[C@H]1C(N[C@H](C(N[C@H](C(O)=O)CCC(=O)O)=O)CC(C)C)=O)=O)[C@H](CC)C.N1CSC[C@H]1C(N[C@H](C(O)=O)CC(C)C)=O.N1CSC[C@H]1C(N[C@H](C(N[C@H](C(O)=O)CCC(=O)O)=O)CC(C)C)=O>>[CH3:1][CH2:2][C@@H:3]([C@@H:5]1[NH:36][C:34](=[O:35])[C@@H:33]([CH2:37][CH2:38][CH2:39][NH2:40])[NH:32][C:30](=[O:31])[C@@H:29]([NH:41][C:42]([C@@H:44]([NH:49][C:50]([C@H:52]([NH:58][C:59]([C@@H:61]([NH:66][C:67]([C@H:69]2[N:73]=[C:72]([C@@H:74]([NH2:79])[C@H:75]([CH2:77][CH3:78])[CH3:76])[S:71][CH2:70]2)=[O:68])[CH2:62][CH:63]([CH3:64])[CH3:65])=[O:60])[CH2:53][CH2:54][C:55]([OH:57])=[O:56])=[O:51])[C@H:45]([CH2:47][CH3:48])[CH3:46])=[O:43])[CH2:28][CH2:27][CH2:26][CH2:25][NH:24][C:22](=[O:23])[C@H:21]([CH2:80][C:81]([NH2:83])=[O:82])[NH:20][C:18](=[O:19])[C@@H:17]([CH2:84][C:85]([OH:87])=[O:86])[NH:16][C:14](=[O:15])[C@H:13]([CH2:88][C:89]2[NH:93][CH:92]=[N:91][CH:90]=2)[NH:12][C:10](=[O:11])[C@@H:9]([CH2:94][C:95]2[CH:96]=[CH:97][CH:98]=[CH:99][CH:100]=2)[NH:8][C:6]1=[O:7])[CH3:4]. Procedure: Using the same methodology as for Bacitracin A, the location of a modification responsible for the +12 Da difference from Bacitracin A, could be determined. The doubly protonated molecular ion ([M+2H]2+, m/z 718.0) was isolated and fragmented and the resulting product ion (MS/MS) spectrum is shown in FIG. 4B. The spectrum contains a full set of y″ ions with m/z 1349.7/675.82+ (loss of Ile), m/z 1236.7/619.12+ (loss of IleThz), m/z 1123.7 (loss of IleThzLeu), m/z 994.6/498.12+ (loss of IleThzLeuG... Reactants: C1(=CC=CC=C1)C (toluene), FC1=CC=C(C=C1)I (1-fluoro-4-iodo-benzene), C(#C)C1(CCCCC1)N (1-ethynyl-cyclohexylamine), C(C)(C)NC(C)C (diisopropylamine). Reagents/catalysts: [Pt]=O (platinum oxide), Cl[Pd]([P](C1=CC=CC=C1)(C2=CC=CC=C2)C3=CC=CC=C3)([P](C4=CC=CC=C4)(C5=CC=CC=C5)C6=CC=CC=C6)Cl (PdCl2(PPh3)2), [Cu](I)I (copper iodide). Solvent: C1CCOC1 (THF). Yields the product FC1=CC=C(C=C1)CCC1(CCCCC1)N (1-[2-(4-fluoro-phenyl)-ethyl]-cyclohexylamine). RXN SMILES: [F:1][C:2]1[CH:7]=[CH:6][C:5](I)=[CH:4][CH:3]=1.[C:9]([C:11]1([NH2:17])[CH2:16][CH2:15][CH2:14][CH2:13][CH2:12]1)#[CH:10].C(NC(C)C)(C)C.C1(C)C=CC=CC=1>C1COCC1.[Pt]=O.Cl[Pd](Cl)([P](C1C=CC=CC=1)(C1C=CC=CC=1)C1C=CC=CC=1)[P](C1C=CC=CC=1)(C1C=CC=CC=1)C1C=CC=CC=1.[Cu](I)I>[F:1][C:2]1[CH:7]=[CH:6][C:5]([CH2:10][CH2:9][C:11]2([NH2:17])[CH2:16][CH2:15][CH2:14][CH2:13][CH2:12]2)=[CH:4][CH:3]=1 |^1:41,60|. Reported procedure: 2.5 g (11.3 mmol) 1-fluoro-4-iodo-benzene, 1.5 g (11.9 mmol) 1-ethynyl-cyclohexylamine, 793 mg (1.13 mmol) PdCl2(PPh3)2, 67 mg (0.35 mmol) copper iodide and 50 mL diisopropylamine are stirred for 2 hours at 70° C. Then the base is distilled off and the residue is combined with ethyl acetate. The insoluble constituents are filtered off and the filtrate is evaporated down. The alkyne thus prepared is dissolved in 35 mL THF and 35 mL toluene and hydrogenated with platinum oxide as catalyst at norma... Starting materials: O=CC1=CC(OC)=C(O)C=C1 (vanillin), FC1=C(C=C(C#N)C=C1)C(F)(F)F (4-fluoro-3-trifluoromethyl-benzonitrile), C(=O)([O-])[O-].[K+].[K+] (K2CO3). Solvent: CN(C)C=O (DMF). Conditions: temperature 80 celsius. The product is EtOAc hexanes, C(=O)C1=CC(=C(OC2=C(C=C(C#N)C=C2)C(F)(F)F)C=C1)OC (4-(4-Formyl-2-methoxy-phenoxy)-3-trifluoromethyl-benzonitrile). Reaction SMILES: [O:1]=[CH:2][C:3]1[CH:11]=[CH:10][C:8]([OH:9])=[C:5]([O:6][CH3:7])[CH:4]=1.F[C:13]1[CH:20]=[CH:19][C:16]([C:17]#[N:18])=[CH:15][C:14]=1[C:21]([F:24])([F:23])[F:22].C([O-])([O-])=O.[K+].[K+]>CN(C=O)C>[CH:2]([C:3]1[CH:11]=[CH:10][C:8]([O:9][C:13]2[CH:20]=[CH:19][C:16]([C:17]#[N:18])=[CH:15][C:14]=2[C:21]([F:22])([F:24])[F:23])=[C:5]([O:6][CH3:7])[CH:4]=1)=[O:1] |f:2.3.4|. Procedure details: A solution of vanillin (1.65 g, 10.86 mmol) and 4-fluoro-3-trifluoromethyl-benzonitrile (10.26 mmol) in DMF (15 mL) was treated with K2CO3 (2.83 g, 21.72 mmol), and the mixture was heated in an oil bath at 80° C. for 12 h. The reaction was cooled to RT and partitioned between EtOAc and H2O. The organic phase was washed with water (3×), dried over Na2SO4 and concentrated in vacuo. Silica gel chromatography (EtOAc/hexanes) afforded the title compound. 1H NMR (400 Hz, CDCl3) δ 10.00 (s, 1H), 8.00 (... The reactants are CC(C)(C)OC(=O)CBr, O=C(OCc1ccccc1)c1cc2ccccc2[nH]1, CN(C)C=O. Product: CC(C)(C)OC(=O)Cn1c(C(=O)OCc2ccccc2)cc2ccccc21. RXN SMILES: [C:20]([CH3:21])([CH3:22])([CH3:23])[O:24][C:25]([CH2:26][Br:27])=[O:28].[CH2:1]([c:2]1[cH:3][cH:4][cH:5][cH:6][cH:7]1)[O:8][C:9](=[O:10])[c:11]1[nH:12][c:13]2[cH:14][cH:15][cH:16][cH:17][c:18]2[cH:19]1.[CH3:29][N:30]([CH3:31])[CH:32]=[O:33]>>[CH2:1]([c:2]1[cH:3][cH:4][cH:5][cH:6][cH:7]1)[O:8][C:9](=[O:10])[c:11]1[n:12]([CH2:26][C:25]([O:24][C:20]([CH3:21])([CH3:22])[CH3:23])=[O:28])[c:13]2[cH:14][cH:15][cH:16][cH:17][c:18]2[cH:19]1. Reactants: C(CC)(=O)CC(=O)OCC (ethyl propionylacetate), FC(C(=O)O)(F)F.N1=C(C=CC=C1)C1=NOC(=C1)C1N(CCC1)C(N)=N (2-[3-(pyrid-2-yl)isoxazol-5-yl]pyrrolidine-1-carboximidamide trifluoroacetate salt), C[O-].[Na+] (sodium methoxide), SCX2. Solvent: C(CCC)O (butanol). Product: C(C)C1=CC(=NC(=N1)N1C(CCC1)C1=CC(=NO1)C1=NC=CC=C1)O (6-Ethyl-4-hydroxy-2-[2-{3-(pyrid-2-yl)isoxazol-5-yl}pyrrolidin-1-yl]pyrimidine). Isolated yield 44.5%. Reaction SMILES: [C:1]([CH2:5][C:6](OCC)=[O:7])(=O)[CH2:2][CH3:3].FC(F)(F)C(O)=O.[N:18]1[CH:23]=[CH:22][CH:21]=[CH:20][C:19]=1[C:24]1[CH:28]=[C:27]([CH:29]2[CH2:33][CH2:32][CH2:31][N:30]2[C:34](=[NH:36])[NH2:35])[O:26][N:25]=1.C[O-].[Na+]>C(O)CCC>[CH2:2]([C:1]1[N:35]=[C:34]([N:30]2[CH2:31][CH2:32][CH2:33][CH:29]2[C:27]2[O:26][N:25]=[C:24]([C:19]3[CH:20]=[CH:21][CH:22]=[CH:23][N:18]=3)[CH:28]=2)[N:36]=[C:6]([OH:7])[CH:5]=1)[CH3:3] |f:1.2,3.4|. Reported procedure: A mixture of ethyl propionylacetate (350 mg, 2.4 mmol), 2-[3-(pyrid-2-yl)isoxazol-5-yl]pyrrolidine-1-carboximidamide trifluoroacetate salt (Method 38) (901 mg, 2.43 mmol), sodium methoxide (144 mg, 7.7 mmol), in butanol (10 ml) was heated at 120° C. for 18 hours. The mixture was allowed to cool and poured directly on to an isolute SCX2 ion exchange column. The column was eluted with DCM/methanol (4:1) to remove neutrals and then with 7M methanolic ammonia to elute the product. The solvent was ev...